Dataset: the Open Reaction Database (ORD), a public repository of structured organic reaction records. Task: describe an organic reaction: reactants, conditions, products, and yield The reactants are C1(CCCCC1)C1=C2N(C=3C=C(C=CC13)C(=O)OC)CCN(CC1=C2OC=C1)CCN(C)C (methyl 13-cyclohexyl-5-[2-(dimethylamino)ethyl]-4,5,6,7-tetrahydrofuro[3′,2′:6,7][1,4]diazocino[1,8-a]indole-10-carboxylate), [OH-].[Na+] (NaOH), Cl (HCl). Run in CO (MeOH). Run at temperature 70 celsius, time 6 hour. Product: C1(CCCCC1)C1=C2N(C=3C=C(C=CC13)C(=O)O)CCN(CC1=C2OC=C1)CCN(C)C (13-cyclohexyl-5-[2-(dimethylamino)ethyl]-4,5,6,7-tetrahydrofuro[3′,2′:6,7][1,4]diazocino[1,8-a]indole-10-carboxylic acid). Yield: 8.0%. As a reaction SMILES: [CH:1]1([C:7]2[C:15]3[CH:14]=[CH:13][C:12]([C:16]([O:18]C)=[O:17])=[CH:11][C:10]=3[N:9]3[CH2:20][CH2:21][N:22]([CH2:29][CH2:30][N:31]([CH3:33])[CH3:32])[CH2:23][C:24]4[CH:28]=[CH:27][O:26][C:25]=4[C:8]=23)[CH2:6][CH2:5][CH2:4][CH2:3][CH2:2]1.[OH-].[Na+].Cl>CO>[CH:1]1([C:7]2[C:15]3[CH:14]=[CH:13][C:12]([C:16]([OH:18])=[O:17])=[CH:11][C:10]=3[N:9]3[CH2:20][CH2:21][N:22]([CH2:29][CH2:30][N:31]([CH3:33])[CH3:32])[CH2:23][C:24]4[CH:28]=[CH:27][O:26][C:25]=4[C:8]=23)[CH2:2][CH2:3][CH2:4][CH2:5][CH2:6]1 |f:1.2|. Procedure details: To a solution of methyl 13-cyclohexyl-5-[2-(dimethylamino)ethyl]-4,5,6,7-tetrahydrofuro[3′,2′:6,7][1,4]diazocino[1,8-a]indole-10-carboxylate in MeOH (0.07 M), 15 eq 1N NaOH was added. The solution was stirred at 70° C. for 6 h. The reaction was acidified to pH 2 with HCl and the solvent was evaporated in vacuo. The crude was then purified by prep RP-HPLC (stationary phase: column Waters XTERRA prep. C18, 5 um, 19×150 mm. Mobile phase: MeCN/H2O buffered with 0.1% TFA). Fractions containing the pu... The reactants are C(#N)C(C(=O)OC)CC(OC)OC (methyl 2-cyano-4,4-dimethoxybutyrate), COC1=CC=C(C=C1)NN (para-methoxyphenylhydrazine), Cl (hydrochloric acid). Run in O1CCCC1 (tetrahydrofuran), O1CCCC1 (tetrahydrofuran). Conditions: temperature 67 celsius. The product is C(#N)C(C(=O)OC)C1=CNC2=CC=C(C=C12)OC (methyl 2-cyano-2-(5-methoxy-1H-indol-3-yl)acetate). Yield: 40.3%. As a reaction SMILES: [CH3:1][O:2][C:3]1[CH:8]=[CH:7][C:6]([NH:9]N)=[CH:5][CH:4]=1.[C:11]([CH:13]([CH2:18][CH:19](OC)OC)[C:14]([O:16][CH3:17])=[O:15])#[N:12].Cl>O1CCCC1>[C:11]([CH:13]([C:18]1[C:7]2[C:6](=[CH:5][CH:4]=[C:3]([O:2][CH3:1])[CH:8]=2)[NH:9][CH:19]=1)[C:14]([O:16][CH3:17])=[O:15])#[N:12]. Reported procedure: A vigorously stirred suspension of para-methoxyphenylhydrazine chlorhidrate (6.47 g, 0.037 mole) in 260 ml of tetrahydrofuran was heated to 67° C. under an argon atmosphere. Compound IV, prepared above (10 g, 0.054 mole)was added at once and a solution of 12 ml of 10N hydrochloric acid in 70 ml of tetrahydrofuran was added over a period of 10 minutes. The reaction mixture was heated at reflux temperature for 35 minutes and further treated as described in Example 3. After chromatography on Silica... Starting materials: ClC1=C(OCC(=O)Cl)C=CC(=C1)Cl ((2,4-dichloro-phenoxy)-acetylchloride), C(C)N(CCOC1=C(C=C(C=C1)N)OC)CC (4-(2-diethylamino-ethoxy)-3-methoxy-phenylamine), C(C)N(C(C)C)C(C)C (ethyl-diisopropylamine). Solvent: ClCCl (dichloromethane), ClCCl (dichloromethane). Yields the product ClC1=C(OCC(=O)NC2=CC(=C(C=C2)OCCN(CC)CC)OC)C=CC(=C1)Cl (2-(2,4-dichloro-phenoxy)-N-[4-(2-diethylamino-ethoxy)-3-methoxy-phenyl]-acetamide). Reaction SMILES: [Cl:1][C:2]1[CH:12]=[C:11]([Cl:13])[CH:10]=[CH:9][C:3]=1[O:4][CH2:5][C:6](Cl)=[O:7].[CH2:14]([N:16]([CH2:29][CH3:30])[CH2:17][CH2:18][O:19][C:20]1[CH:25]=[CH:24][C:23]([NH2:26])=[CH:22][C:21]=1[O:27][CH3:28])[CH3:15].C(N(C(C)C)C(C)C)C>ClCCl>[Cl:1][C:2]1[CH:12]=[C:11]([Cl:13])[CH:10]=[CH:9][C:3]=1[O:4][CH2:5][C:6]([NH:26][C:23]1[CH:24]=[CH:25][C:20]([O:19][CH2:18][CH2:17][N:16]([CH2:29][CH3:30])[CH2:14][CH3:15])=[C:21]([O:27][CH3:28])[CH:22]=1)=[O:7]. Procedure: A solution of 70 mg (0.290 mmol) of (2,4-dichloro-phenoxy)-acetylchloride in 0.5 mL dichloromethane was added to a solution of 66 mg (0.278 mmol) of 4-(2-diethylamino-ethoxy)-3-methoxy-phenylamine (intermediate product Z6b) and 96 μL (0.56 mmol) of ethyl-diisopropylamine in 1.5 mL abs. dichloromethane and the mixture was stirred for 15 hours at RT. The reaction mixture was evaporated down i. vac. and the residue was purified by column chromatography (silica gel, dichloromethane/MeOH 9:1). The reactants are IC1=C(N=C(N1C)C1=NC=CC=C1)C1=CC=C(C(=O)NN)C=C1 (4-(5-Iodo-1-methyl-2-pyridin-2-yl-1H-imidazol-4-yl)benzohydrazide), C(=O)(C(F)(F)F)O (TFA). Reported procedure: 4-(5-Iodo-1-methyl-2-pyridin-2-yl-1H-imidazol-4-yl)benzohydrazide (4.9 g, 12 mmol) was suspended in 60 mL of triethyl orthoformate, to which was added 1 mL of TFA. The suspension was heated at 130° C. The reaction was cooled to rt, and the precipitate was collected, washed with hexanes and dried to give 4.8 g of the title compound. 1H NMR (500 MHz, (CDCl3): 8.62 (m, 1H), 8.57 (s, 1H), 8.11 (m, 1H), 8.09 (s, 4H), 7.82 (m, 1H), 7.32 (m, 1H), 4.13 (s, 3H). LCMS: [M+1]=430. The product is IC1=C(N=C(N1C)C1=NC=CC=C1)C1=CC=C(C=C1)C=1OC=NN1 (2-{5-Iodo-1-methyl-4-[4-(1,3,4-oxadiazol-2-yl)phenyl]-1H-imidazol-2-yl}pyridine). Conditions: temperature 130 celsius. Solvent: C(OCC)(OCC)OCC (triethyl orthoformate). RXN SMILES: [I:1][C:2]1[N:6]([CH3:7])[C:5]([C:8]2[CH:13]=[CH:12][CH:11]=[CH:10][N:9]=2)=[N:4][C:3]=1[C:14]1[CH:23]=[CH:22][C:17]([C:18]([NH:20][NH2:21])=[O:19])=[CH:16][CH:15]=1.[C:24](O)(C(F)(F)F)=O>C(OCC)(OCC)OCC>[I:1][C:2]1[N:6]([CH3:7])[C:5]([C:8]2[CH:13]=[CH:12][CH:11]=[CH:10][N:9]=2)=[N:4][C:3]=1[C:14]1[CH:23]=[CH:22][C:17]([C:18]2[O:19][CH:24]=[N:21][N:20]=2)=[CH:16][CH:15]=1.